Dataset: the Open Reaction Database (ORD), a public repository of structured organic reaction records. Task: describe an organic reaction: reactants, conditions, products, and yield Starting materials: C(#N)C1(CCCC1)COS(=O)(=O)C1=CC=C(C=C1)C (toluene-4-sulfonic acid 1-cyano-cyclopentylmethyl ester), ClC=1C=CC(=C(C=O)C1)O (5-chloro-2-hydroxy-benzaldehyde), C(=O)([O-])[O-].[K+].[K+] (K2CO3), O (water). Run in CN(C)C=O (DMF), CCOC(=O)C (EtOAc). Conditions: temperature 100 celsius. Yields the product ClC1=CC(=C(OCC2(CCCC2)C#N)C=C1)C=O (1-(4-chloro-2-formyl-phenoxymethyl)-cyclopentanecarbonitrile). As a reaction SMILES: [C:1]([C:3]1([CH2:8][O:9]S(C2C=CC(C)=CC=2)(=O)=O)[CH2:7][CH2:6][CH2:5][CH2:4]1)#[N:2].[Cl:20][C:21]1[CH:22]=[CH:23][C:24](O)=[C:25]([CH:28]=1)[CH:26]=[O:27].C([O-])([O-])=O.[K+].[K+].O>CN(C=O)C.CCOC(C)=O>[Cl:20][C:21]1[CH:22]=[CH:23][C:24]([O:9][CH2:8][C:3]2([C:1]#[N:2])[CH2:4][CH2:5][CH2:6][CH2:7]2)=[C:25]([CH:26]=[O:27])[CH:28]=1 |f:2.3.4|. Procedure details: To a solution of the crude toluene-4-sulfonic acid 1-cyano-cyclopentylmethyl ester in DMF (70 mL) was added 5-chloro-2-hydroxy-benzaldehyde (12.48 g, 80 mmol) and K2CO3 (13.25 g, 96 mmol). After heated at 100° C. for 3 h, the reaction mixture was poured into water. The solution was diluted with EtOAc (200 mL), washed with water, dried and concentrated to give the title compound as a yellow oil (17.4 g). The oil was used for next step reaction directly without further purification.